Dataset: the Open Reaction Database (ORD), a public repository of structured organic reaction records. Task: describe an organic reaction: reactants, conditions, products, and yield The reactants are C(C)P(OCCCC)[O-] (butyl ethylphosphonite), C(C=C)(=O)O (acrylic acid). Solvent: C1(=CC=CC=C1)C (toluene), C1(=CC=CC=C1)C (toluene). Yields the product C(C)P(=O)(CCC(=O)O)OCCCC (3-(ethylbutoxyphosphinyl)propionic acid). The yield is 90.5%. Reaction SMILES: [CH2:1]([P:3]([O-:9])[O:4][CH2:5][CH2:6][CH2:7][CH3:8])[CH3:2].[C:10]([OH:14])(=[O:13])[CH:11]=[CH2:12]>C1(C)C=CC=CC=1>[CH2:1]([P:3]([O:4][CH2:5][CH2:6][CH2:7][CH3:8])([CH2:12][CH2:11][C:10]([OH:14])=[O:13])=[O:9])[CH3:2]. Procedure: 149 g (1 mol) of butyl ethylphosphonite (produced as in Example 2) and 86 g (1.2 mol) of acrylic acid in 217 g of toluene are heated to about 100° C. While stirring, 124 g of a 10% strength solution of WakoV65 in toluene are metered in. The solvent is distilled off in vacuo to leave 201 g (91% of theory) of 3-(ethylbutoxyphosphinyl)propionic acid. The reactants are Cn1ncc(NC(=O)c2nc(Br)sc2NC(=O)OC(C)(C)C)c1N1CCCC(NC(=O)OCc2ccccc2)CC1, CC1(C)OB(c2cccc(O)n2)OC1(C)C, CC(=O)[O-], CC#N, [K+], [Na+], [Na+], O=C([O-])[O-]. The product is Cn1ncc(NC(=O)c2nc(-c3cccc(O)n3)sc2NC(=O)OC(C)(C)C)c1N1CCCC(NC(=O)OCc2ccccc2)CC1. Reaction SMILES: [CH2:1]([c:2]1[cH:3][cH:4][cH:5][cH:6][cH:7]1)[O:8][C:9](=[O:10])[NH:11][CH:12]1[CH2:13][CH2:14][N:15]([c:19]2[c:20]([NH:25][C:26](=[O:27])[c:28]3[n:29][c:30]([Br:41])[s:31][c:32]3[NH:33][C:34]([O:35][C:36]([CH3:37])([CH3:38])[CH3:39])=[O:40])[cH:21][n:22][n:23]2[CH3:24])[CH2:16][CH2:17][CH2:18]1.[CH3:42][C:43]1([CH3:44])[C:45]([CH3:46])([CH3:47])[O:48][B:49]([c:50]2[cH:51][cH:52][cH:53][c:54]([OH:56])[n:55]2)[O:57]1.[CH3:59][C:60](=[O:61])[O-:62].[CH3:69][C:70]#[N:71].[K+:58].[Na+:63].[Na+:64].[O-:65][C:66](=[O:67])[O-:68]>>[CH2:1]([c:2]1[cH:3][cH:4][cH:5][cH:6][cH:7]1)[O:8][C:9](=[O:10])[NH:11][CH:12]1[CH2:13][CH2:14][N:15]([c:19]2[c:20]([NH:25][C:26](=[O:27])[c:28]3[n:29][c:30](-[c:50]4[cH:51][cH:52][cH:53][c:54]([OH:56])[n:55]4)[s:31][c:32]3[NH:33][C:34]([O:35][C:36]([CH3:37])([CH3:38])[CH3:39])=[O:40])[cH:21][n:22][n:23]2[CH3:24])[CH2:16][CH2:17][CH2:18]1. Starting materials: FC1=CC=C2C(=NN(C2=C1)C(=O)OC(C)(C)C)CC1C(N(C2=C(N(C1=O)CC(=O)N(C1=CC=CC=C1)C(C)C)C=CC=C2)C2=CC=CC=C2)=O (2-[3-(6-Fluoro-1-tert-butoxycarbonyl-1H-indazol-3-ylmethyl)-2,4-dioxo-5-phenyl-2,3,4,5-tetrahydro-benzo[b][1,4]diazepin-1-yl)-N-isopropyl-N-phenyl-acetamide), Intermediate 69, C(=O)(C(F)(F)F)O (TFA). The solvent is C(Cl)(Cl)Cl (CHCl3). Conditions: time 6 hour. The product is FC1=CC=C2C(=NNC2=C1)CC1C(N(C2=C(N(C1=O)CC(=O)N(C1=CC=CC=C1)C(C)C)C=CC=C2)C2=CC=CC=C2)=O (2-[3-(6-Fluoro-1H-indazol-3-ylmethyl)-2,4-dioxo-5-phenyl-2,3,4,5-tetrahydro-benzo[b][1,4]diazepin-1-yl]-N-isopropyl-N-phenyl-acetamide). Yield: 70.4%. RXN SMILES: [F:1][C:2]1[CH:10]=[C:9]2[C:5]([C:6]([CH2:18][CH:19]3[C:25](=[O:26])[N:24]([CH2:27][C:28]([N:30]([CH:37]([CH3:39])[CH3:38])[C:31]4[CH:36]=[CH:35][CH:34]=[CH:33][CH:32]=4)=[O:29])[C:23]4[CH:40]=[CH:41][CH:42]=[CH:43][C:22]=4[N:21]([C:44]4[CH:49]=[CH:48][CH:47]=[CH:46][CH:45]=4)[C:20]3=[O:50])=[N:7][N:8]2C(OC(C)(C)C)=O)=[CH:4][CH:3]=1.C(O)(C(F)(F)F)=O>C(Cl)(Cl)Cl>[F:1][C:2]1[CH:10]=[C:9]2[C:5]([C:6]([CH2:18][CH:19]3[C:25](=[O:26])[N:24]([CH2:27][C:28]([N:30]([CH:37]([CH3:39])[CH3:38])[C:31]4[CH:36]=[CH:35][CH:34]=[CH:33][CH:32]=4)=[O:29])[C:23]4[CH:40]=[CH:41][CH:42]=[CH:43][C:22]=4[N:21]([C:44]4[CH:45]=[CH:46][CH:47]=[CH:48][CH:49]=4)[C:20]3=[O:50])=[N:7][NH:8]2)=[CH:4][CH:3]=1. Reported procedure: 400 mg of 2-[3-(6-Fluoro-1-tert-butoxycarbonyl-1H-indazol-3-ylmethyl)-2,4-dioxo-5-phenyl-2,3,4,5-tetrahydro-benzo[b][1,4]diazepin-1-yl)-N-isopropyl-N-phenyl-acetamide, prepared as in Intermediate 69, is dissolved in 10 mL of CHCl3 and 5 mL of TFA is added. The reaction mixture is stirred for 6 h and the solvents were removed in vacuo to afford 240 mg of the title compound: 1H NMR (400 MHz, DMSO-d6) δ7.82-6.88 (m, 18H), 4.77(m, 1H, J=6.8), 4.45 (d, 1H, J=16.8), 4.12 (m, 2H), 3.41 (m, 2H), 0.95 (t... Reactants: C(C)(=O)O[BH-](OC(C)=O)OC(C)=O.[Na+] (Sodium triacetoxyborohydride), C(=O)(O)[O-].[Na+] (NaHCO3), [N+](=O)([O-])C1=CC(=C(OC2CCNCC2)C=C1)C(F)(F)F (4-(4-nitro-2-(trifluoromethyl)phenoxy)piperidine), O1CC(C1)=O (oxetan-3-one). The solvent is ClCCCl (1,2-dichloroethane), C(Cl)Cl (CH2Cl2). Conditions: time 8 hour. Product: [N+](=O)([O-])C1=CC(=C(OC2CCN(CC2)C2COC2)C=C1)C(F)(F)F (4-(4-nitro-2-(trifluoromethyl)phenoxy)-1-(oxetan-3-yl)piperidine). Isolated yield 77.0%. As a reaction SMILES: [N+:1]([C:4]1[CH:16]=[CH:15][C:7]([O:8][CH:9]2[CH2:14][CH2:13][NH:12][CH2:11][CH2:10]2)=[C:6]([C:17]([F:20])([F:19])[F:18])[CH:5]=1)([O-:3])=[O:2].[O:21]1[CH2:24][C:23](=O)[CH2:22]1.C(O[BH-](OC(=O)C)OC(=O)C)(=O)C.[Na+].C([O-])(O)=O.[Na+]>ClCCCl.C(Cl)Cl>[N+:1]([C:4]1[CH:16]=[CH:15][C:7]([O:8][CH:9]2[CH2:14][CH2:13][N:12]([CH:23]3[CH2:24][O:21][CH2:22]3)[CH2:11][CH2:10]2)=[C:6]([C:17]([F:20])([F:18])[F:19])[CH:5]=1)([O-:3])=[O:2] |f:2.3,4.5|. Procedure: A solution of 4-(4-nitro-2-(trifluoromethyl)phenoxy)piperidine (1.0 g, 1.0 eq, 3.5 mmol) and oxetan-3-one (0.35 g, 1.4 eq, 4.8 mmol) in 1,2-dichloroethane (50 mL) was stirred at room temperature for 30 minutes. Sodium triacetoxyborohydride (1.3 g, 1.8 eq, 6.2 mmol) was added in portions to the above solution and the heterogeneous mixture was stirred at room temperature overnight. The reaction mixture was diluted with CH2Cl2 (50 mL) and pardoned with aqueous saturated NaHCO3 solution (100 mL). Th... Reactants: II (iodine), COC=1C=C(C=CC1)CCC(C)=O (1-(3-methoxyphenyl)butane-3-one). The reagents and catalysts are C(C)(=O)[O-].[Ag+] (silver acetate). Solvent: C(C)(=O)O (acetic acid). Run at time 1 hour. The product is IC1=C(C=C(C=C1)OC)CCC(C)=O (1-(2-iodo-5-methoxyphenyl)butane-3-one). Isolated yield 82.3%. Reaction SMILES: [I:1]I.[CH3:3][O:4][C:5]1[CH:6]=[C:7]([CH2:11][CH2:12][C:13](=[O:15])[CH3:14])[CH:8]=[CH:9][CH:10]=1>C(O)(=O)C.C([O-])(=O)C.[Ag+]>[I:1][C:8]1[CH:9]=[CH:10][C:5]([O:4][CH3:3])=[CH:6][C:7]=1[CH2:11][CH2:12][C:13](=[O:15])[CH3:14] |f:3.4|. Procedure details: Samples of iodine (42.4 g, 0.167 mole) and silver acetate (27.87 g, 0.167 mole) were added in portions to a solution of 29.8 g (0.167 mole) of 1-(3-methoxyphenyl)butane-3-one in 167 ml of glacial acetic acid. The mixture was stirred one hour. The silver iodide was removed by filtration and washed with acetic acid. The filtrate was partitioned between ether and water. The ether layer was washed with water, sodium bicarbonate solution and sodium thiosulfate solution. The ether solution was dried w... Starting materials: C1(=CC=CC=C1)O (phenol), [H-].[Na+] (NaH), BrCC=1C=NC2=C(C=CC=C2C1C1=CC=CC=C1)C(F)(F)F (3-(bromomethyl)-4-phenyl-8-(trifluoromethyl)quinoline), O (water). Run in CN(C)C=O (DMF), CN(C)C=O (DMF). Reaction conditions: time 16 hour. Product: O(C1=CC=CC=C1)CC=1C=NC2=C(C=CC=C2C1C1=CC=CC=C1)C(F)(F)F (3-(PHENOXYMETHYL)-4-PHENYL-8-(TRIFLUOROMETHYL)QUINOLINE). The yield is 60.1%. As a reaction SMILES: [C:1]1([OH:7])[CH:6]=[CH:5][CH:4]=[CH:3][CH:2]=1.[H-].[Na+].Br[CH2:11][C:12]1[CH:13]=[N:14][C:15]2[C:20]([C:21]=1[C:22]1[CH:27]=[CH:26][CH:25]=[CH:24][CH:23]=1)=[CH:19][CH:18]=[CH:17][C:16]=2[C:28]([F:31])([F:30])[F:29].O>CN(C=O)C>[O:7]([CH2:11][C:12]1[CH:13]=[N:14][C:15]2[C:20]([C:21]=1[C:22]1[CH:27]=[CH:26][CH:25]=[CH:24][CH:23]=1)=[CH:19][CH:18]=[CH:17][C:16]=2[C:28]([F:31])([F:29])[F:30])[C:1]1[CH:6]=[CH:5][CH:4]=[CH:3][CH:2]=1 |f:1.2|. Procedure: A solution of phenol (235 mg, 5.0 mmol) in DMF (2.0 mL) is treated with NaH (60% in oil, 100 mg, 2.5 mmol) for 20 min and then treated with 3-(bromomethyl)-4-phenyl-8-(trifluoromethyl)quinoline (183 mg, 0.50 mmol) in DMF (1.0 mL). After 16 h, the reaction is treated with water and extracted with ether. The extract is dried with MgSO4 and concentrated to an oil. Chromatography with 10:90 ethyl acetate:hexane affords the title compound as a white solid (114 mg, 62%). MS (ES) m/z 380.2; HRMS: calcd... Yields the product OCC(=CF)CCc1ccc(F)cc1. Reactants: CC(C)C[Al+]CC(C)C, Cc1ccccc1, CO, Cl, CCOC(=O)C(=CF)CCc1ccc(F)cc1, [H-], O. As a reaction SMILES: [CH2:26]([Al+:27][CH2:28][CH:29]([CH3:30])[CH3:31])[CH:32]([CH3:33])[CH3:34].[CH3:18][c:19]1[cH:20][cH:21][cH:22][cH:23][cH:24]1.[CH3:37][OH:38].[ClH:35].[F:1][CH:2]=[C:3]([C:4](=[O:5])[O:6][CH2:7][CH3:8])[CH2:9][CH2:10][c:11]1[cH:12][cH:13][c:14]([F:17])[cH:15][cH:16]1.[H-:25].[OH2:36]>>[F:1][CH:2]=[C:3]([CH2:4][OH:5])[CH2:9][CH2:10][c:11]1[cH:12][cH:13][c:14]([F:17])[cH:15][cH:16]1. Reactants: CC(O)CCCCC(=O)OC(C)(C)C, C1CCOC1, CCCC[N+](CCCC)(CCCC)CCCC, CCOC(C)=O, CCc1ccc(-c2c(-c3ccccc3F)oc3ncnc(Cl)c23)cc1, [H-], [I-], [Na+], O. Yields the product CCc1ccc(-c2c(-c3ccccc3F)oc3ncnc(OC(C)CCCCC(=O)OC(C)(C)C)c23)cc1. Reaction SMILES: [C:3]([CH3:4])([CH3:5])([CH3:6])[O:7][C:8]([CH2:9][CH2:10][CH2:11][CH2:12][CH:13]([CH3:14])[OH:15])=[O:16].[CH2:43]1[O:44][CH2:45][CH2:46][CH2:47]1.[CH2:49]([N+:50]([CH2:51][CH2:52][CH2:53][CH3:54])([CH2:55][CH2:56][CH2:57][CH3:58])[CH2:59][CH2:60][CH2:61][CH3:62])[CH2:63][CH2:64][CH3:65].[CH3:66][CH2:67][O:68][C:69](=[O:70])[CH3:71].[Cl:17][c:18]1[c:19]2[c:20]([n:21][cH:22][n:23]1)[o:24][c:25](-[c:35]1[c:36]([F:41])[cH:37][cH:38][cH:39][cH:40]1)[c:26]2-[c:27]1[cH:28][cH:29][c:30]([CH2:33][CH3:34])[cH:31][cH:32]1.[H-:1].[I-:48].[Na+:2].[OH2:42]>>[C:3]([CH3:4])([CH3:5])([CH3:6])[O:7][C:8]([CH2:9][CH2:10][CH2:11][CH2:12][CH:13]([CH3:14])[O:15][c:18]1[c:19]2[c:20]([n:21][cH:22][n:23]1)[o:24][c:25](-[c:35]1[c:36]([F:41])[cH:37][cH:38][cH:39][cH:40]1)[c:26]2-[c:27]1[cH:28][cH:29][c:30]([CH2:33][CH3:34])[cH:31][cH:32]1)=[O:16]. Reactants: IC=1C=C(C=C(C1)C)C(C(=O)OC(C)(C)C)C(=O)OC(C)(C)C (1,3-bis(1,1-dimethylethyl) 2-(3-iodo-5-methylphenyl)propanedioate), IC=1C=C(C=C(C1)C)C(C(=O)OC(C)(C)C)C(=O)OC(C)(C)C (1,3-bis(1,1-dimethylethyl) 2-(3-iodo-5-methylphenyl)propanedioate), C(#N)C1=CC(=C(C=C1)B(O)O)C (4-cyano-2-methylphenylboronic acid), C([O-])([O-])=O.[Na+].[Na+] (sodium carbonate), O1CCOCC1 (dioxane). Reagents/catalysts: Cl[Pd]([P](C1=CC=CC=C1)(C2=CC=CC=C2)C3=CC=CC=C3)([P](C4=CC=CC=C4)(C5=CC=CC=C5)C6=CC=CC=C6)Cl (bis(triphenylphosphine)palladium(II) dichloride). Solvent: O (water). Reaction conditions: temperature 80 celsius, time 20 minute. Product: C(#N)C1=CC(=C(C=C1)C1=CC(=CC(=C1)C)C(C(=O)OC(C)(C)C)C(=O)OC(C)(C)C)C (1,3-bis(1,1-dimethylethyl) 2-(4′-cyano-5,2′-dimethyl[1,1′-biphenyl]-3-yl)propanedioate). As a reaction SMILES: I[C:2]1[CH:3]=[C:4]([CH:9]([C:17]([O:19][C:20]([CH3:23])([CH3:22])[CH3:21])=[O:18])[C:10]([O:12][C:13]([CH3:16])([CH3:15])[CH3:14])=[O:11])[CH:5]=[C:6]([CH3:8])[CH:7]=1.[C:24]([C:26]1[CH:31]=[CH:30][C:29](B(O)O)=[C:28]([CH3:35])[CH:27]=1)#[N:25].C(=O)([O-])[O-].[Na+].[Na+].O1CCOCC1>Cl[Pd](Cl)([P](C1C=CC=CC=1)(C1C=CC=CC=1)C1C=CC=CC=1)[P](C1C=CC=CC=1)(C1C=CC=CC=1)C1C=CC=CC=1.O>[C:24]([C:26]1[CH:31]=[CH:30][C:29]([C:2]2[CH:7]=[C:6]([CH3:8])[CH:5]=[C:4]([CH:9]([C:10]([O:12][C:13]([CH3:16])([CH3:15])[CH3:14])=[O:11])[C:17]([O:19][C:20]([CH3:23])([CH3:21])[CH3:22])=[O:18])[CH:3]=2)=[C:28]([CH3:35])[CH:27]=1)#[N:25] |f:2.3.4,^1:50,69|. Procedure details: A mixture of 1,3-bis(1,1-dimethylethyl) 2-(3-iodo-5-methylphenyl)propanedioate (the product of Step A, 320 mg, 0.74 mmol), 4-cyano-2-methylphenylboronic acid (178 mg, 1.11 mmol), sodium carbonate (78 mg, 0.74 mmol), bis(triphenylphosphine)palladium(II) dichloride (52 mg, 0.074 mmol), dioxane (5 mL), and water (1 mL) was heated to 80° C. and stirred for 20 minutes. The reaction mixture was then cooled to room temperature, and filtered through a plug of silica gel eluting with 20% ethyl acetate in...